From a dataset of the Open Reaction Database (ORD), a public repository of structured organic reaction records. describe an organic reaction: reactants, conditions, products, and yield The reactants are BrCc1ccccc1, OCc1cccc(OCCF)c1, [H-], [Na+], C1CCOC1, O. Product: FCCOc1cccc(COCc2ccccc2)c1. Reaction SMILES: [Br:15][CH2:16][c:17]1[cH:18][cH:19][cH:20][cH:21][cH:22]1.[F:3][CH2:4][CH2:5][O:6][c:7]1[cH:8][c:9]([CH2:10][OH:11])[cH:12][cH:13][cH:14]1.[H-:1].[Na+:2].[O:24]1[CH2:25][CH2:26][CH2:27][CH2:28]1.[OH2:23]>>[F:3][CH2:4][CH2:5][O:6][c:7]1[cH:8][c:9]([CH2:10][O:11][CH2:16][c:17]2[cH:18][cH:19][cH:20][cH:21][cH:22]2)[cH:12][cH:13][cH:14]1. The reactants are O=C([O-])[O-], CCOC(=O)c1ncn(-c2nc(C)cs2)c1S, CN(C)C=O, CC#N, ClCc1ccccc1, [K+], [K+]. Yields the product CCOC(=O)c1ncn(-c2nc(C)cs2)c1SCc1ccccc1. As a reaction SMILES: [C:18](=[O:19])([O-:20])[O-:21].[CH2:1]([CH3:2])[O:3][C:4](=[O:5])[c:6]1[n:7][cH:8][n:9](-[c:12]2[s:13][cH:14][c:15]([CH3:17])[n:16]2)[c:10]1[SH:11].[CH3:32][N:33]([CH3:34])[CH:35]=[O:36].[CH3:37][C:38]#[N:39].[Cl:24][CH2:25][c:26]1[cH:27][cH:28][cH:29][cH:30][cH:31]1.[K+:22].[K+:23]>>[CH2:1]([CH3:2])[O:3][C:4](=[O:5])[c:6]1[n:7][cH:8][n:9](-[c:12]2[s:13][cH:14][c:15]([CH3:17])[n:16]2)[c:10]1[S:11][CH2:25][c:26]1[cH:27][cH:28][cH:29][cH:30][cH:31]1. Starting materials: Nc1ccc(Br)cn1, [Cl-], O=C(O)C1(c2ccc3c(c2)OCO3)CC1, CN(C)C=O, O=S(Cl)Cl, c1ccncc1. Yields the product O=C(Nc1ccc(Br)cn1)C1(c2ccc3c(c2)OCO3)CC1. RXN SMILES: [Br:21][c:22]1[cH:23][cH:24][c:25]([NH2:28])[n:26][cH:27]1.[Cl-:20].[O:1]1[CH2:2][O:3][c:4]2[c:5]1[cH:6][cH:7][c:8]([C:10]1([C:13](=[O:14])[OH:15])[CH2:11][CH2:12]1)[cH:9]2.[O:35]=[CH:36][N:37]([CH3:38])[CH3:39].[S:16]([Cl:17])([Cl:18])=[O:19].[cH:29]1[cH:30][cH:31][n:32][cH:33][cH:34]1>>[O:1]1[CH2:2][O:3][c:4]2[c:5]1[cH:6][cH:7][c:8]([C:10]1([C:13](=[O:15])[NH:28][c:25]3[cH:24][cH:23][c:22]([Br:21])[cH:27][n:26]3)[CH2:11][CH2:12]1)[cH:9]2. Reactants: C(C)OC=NC1=C(C2=C(CN(CC2)C(C)=O)S1)C(=O)OCC (2-ethoxymethyleneamino-3-carboethoxy-6-acetyl-4,5,6,7-tetrahydrothieno[2,3-c]pyridine), NCCN1CCN(CC1)C1=C(C=CC=C1)OC (1-(2-aminoethyl)-4-(2-methoxyphenyl)piperazine). Reaction SMILES: C(O[CH:4]=[N:5][C:6]1[S:17][C:9]2[CH2:10][N:11]([C:14](=[O:16])[CH3:15])[CH2:12][CH2:13][C:8]=2[C:7]=1[C:18]([O:20]CC)=O)C.[NH2:23][CH2:24][CH2:25][N:26]1[CH2:31][CH2:30][N:29]([C:32]2[CH:37]=[CH:36][CH:35]=[CH:34][C:33]=2[O:38][CH3:39])[CH2:28][CH2:27]1>C(O)C>[C:14]([N:11]1[CH2:12][CH2:13][C:8]2[C:7]3[C:18](=[O:20])[N:23]([CH2:24][CH2:25][N:26]4[CH2:27][CH2:28][N:29]([C:32]5[CH:37]=[CH:36][CH:35]=[CH:34][C:33]=5[O:38][CH3:39])[CH2:30][CH2:31]4)[CH:4]=[N:5][C:6]=3[S:17][C:9]=2[CH2:10]1)(=[O:16])[CH3:15]. Run in C(C)O (ethanol). The product is C(C)(=O)N1CC2=C(C3=C(N=CN(C3=O)CCN3CCN(CC3)C3=C(C=CC=C3)OC)S2)CC1 (3,4,5,6,7,8-Hexahydro-7-acetyl-3-[2-(4-(2-methoxyphenyl)-1-piperazinyl)ethyl]pyrido[4′,3′:4,5]thieno[2,3-d]pyrimidin-4-one). The yield is 79.5%. Procedure details: 5.8 g (23.4 mmol) of 2-ethoxymethyleneamino-3-carboethoxy-6-acetyl-4,5,6,7-tetrahydrothieno[2,3-c]pyridine in 50 ml of ethanol were mixed with 5.5 g (23.4 mmol) of 1-(2-aminoethyl)-4-(2-methoxyphenyl)piperazine and refluxed for 2 h. The mixture was then concentrated in a rotary evaporator, and the residue was taken up in 30 ml of ethyl acetate, heated to boiling and left to cool with stirring. The solid which crystallized out was filtered off with suction after cooling in an ice bath and was was... Reactants: N1(CCOCC1)C(=O)N1CC(CC(C1)C1=CC=C(C=C1)C(F)(F)F)C(N)=S (1-(Morpholin-4-ylcarbonyl)-5-[4-(trifluoromethyl)phenyl]piperidine-3-carbothioamide), BrCC(CC)=O (1-bromobutan-2-one). Product: C(C)C=1N=C(SC1)C1CN(CC(C1)C1=CC=C(C=C1)C(F)(F)F)C(=O)N1CCOCC1 ({3-(4-Ethyl-1,3-thiazol-2-yl)-5-[4-(trifluoromethyl)phenyl]piperidin-1-yl}(morpholin-4-yl)methanone). As a reaction SMILES: [N:1]1([C:7]([N:9]2[CH2:14][CH:13]([C:15]3[CH:20]=[CH:19][C:18]([C:21]([F:24])([F:23])[F:22])=[CH:17][CH:16]=3)[CH2:12][CH:11]([C:25](=[S:27])[NH2:26])[CH2:10]2)=[O:8])[CH2:6][CH2:5][O:4][CH2:3][CH2:2]1.Br[CH2:29][C:30](=O)[CH2:31][CH3:32]>>[CH2:31]([C:30]1[N:26]=[C:25]([CH:11]2[CH2:12][CH:13]([C:15]3[CH:20]=[CH:19][C:18]([C:21]([F:22])([F:23])[F:24])=[CH:17][CH:16]=3)[CH2:14][N:9]([C:7]([N:1]3[CH2:6][CH2:5][O:4][CH2:3][CH2:2]3)=[O:8])[CH2:10]2)[S:27][CH:29]=1)[CH3:32]. Procedure details: 220 mg (about 0.384 mmol) of the compound from Example 53A and 70 mg (0.460 mmol) of 1-bromobutan-2-one were reacted according to the General Method 3. Yield: 63 mg (36% of theory).